Dataset: the Open Reaction Database (ORD), a public repository of structured organic reaction records. Task: describe an organic reaction: reactants, conditions, products, and yield Reactants: ClCCl, C[Si](C)(C)I, Nc1ccccc1, COc1cccc(C(=O)N2c3ccccc3C(O)CC2(C)C)c1. Yields the product COc1cccc(C(=O)N2c3ccccc3C(Nc3ccccc3)CC2(C)C)c1. As a reaction SMILES: [Cl:36][CH2:37][Cl:38].[I:24][Si:25]([CH3:26])([CH3:27])[CH3:28].[NH2:29][c:30]1[cH:31][cH:32][cH:33][cH:34][cH:35]1.[OH:1][CH:2]1[CH2:3][C:4]([CH3:22])([CH3:23])[N:5]([C:12](=[O:13])[c:14]2[cH:15][c:16]([O:20][CH3:21])[cH:17][cH:18][cH:19]2)[c:6]2[cH:7][cH:8][cH:9][cH:10][c:11]21>>[CH:2]1([NH:29][c:30]2[cH:31][cH:32][cH:33][cH:34][cH:35]2)[CH2:3][C:4]([CH3:22])([CH3:23])[N:5]([C:12](=[O:13])[c:14]2[cH:15][c:16]([O:20][CH3:21])[cH:17][cH:18][cH:19]2)[c:6]2[cH:7][cH:8][cH:9][cH:10][c:11]21. The product is C1(=CC=CC=C1)S(=O)(=O)NCCC1=CC=C(OC(C(=O)OCC)(C)C)C=C1 (ethyl 2-{4-[2-(benzenesulphonylamino)-ethyl]-phenoxy}-2-methylpropionate). Reported procedure: from ethyl 2-[4-(2-aminoethyl)-phenoxy]-2-methylpropionate and benzenesulphonyl chloride; Starting materials: NCCC1=CC=C(OC(C(=O)OCC)(C)C)C=C1 (ethyl 2-[4-(2-aminoethyl)-phenoxy]-2-methylpropionate), C1(=CC=CC=C1)S(=O)(=O)Cl (benzenesulphonyl chloride). As a reaction SMILES: [NH2:1][CH2:2][CH2:3][C:4]1[CH:18]=[CH:17][C:7]([O:8][C:9]([CH3:16])([CH3:15])[C:10]([O:12][CH2:13][CH3:14])=[O:11])=[CH:6][CH:5]=1.[C:19]1([S:25](Cl)(=[O:27])=[O:26])[CH:24]=[CH:23][CH:22]=[CH:21][CH:20]=1>>[C:19]1([S:25]([NH:1][CH2:2][CH2:3][C:4]2[CH:5]=[CH:6][C:7]([O:8][C:9]([CH3:15])([CH3:16])[C:10]([O:12][CH2:13][CH3:14])=[O:11])=[CH:17][CH:18]=2)(=[O:27])=[O:26])[CH:24]=[CH:23][CH:22]=[CH:21][CH:20]=1.